This data is from the Open Reaction Database (ORD), a public repository of structured organic reaction records. The task is: describe an organic reaction: reactants, conditions, products, and yield The product is CC=1OC2=C(N1)C(C1=C(C=C2)C=CC=C1)=O (2-Methyl-4H-benzo[5,6]cyclohepta[1,2-d]oxazol-4-one). The solvent is C1=CC=CC=C1 (benzene). Procedure details: A stirred mixture of 9,10-dihydro-2-methyl-4H-benzo[5,6]cyclohepta[1,2-d]oxazol-4-one (9.52 g) (J. Med. Chem., 1974, 17, 1316) and N-bromosuccinimide (7.95 g) in benzene (200 ml) was irradiated with a 500 Watt halogen lamp for 2 h. The mixture was then treated with N,N-diisopropylethylamine (15.5 ml) and set at reflux for 1 hour. The mixture was then partitioned between ethyl acetate and water. The organic phase was collected, dried (MgSO4) and solvent evaporated under reduced pressure. Purifica... The reactants are C(C)(C)N(C(C)C)CC (N,N-diisopropylethylamine), CC=1OC2=C(N1)C(C1=C(CC2)C=CC=C1)=O (9,10-dihydro-2-methyl-4H-benzo[5,6]cyclohepta[1,2-d]oxazol-4-one), BrN1C(CCC1=O)=O (N-bromosuccinimide), halogen. As a reaction SMILES: [CH3:1][C:2]1[O:3][C:4]2[CH2:11][CH2:10][C:9]3[CH:12]=[CH:13][CH:14]=[CH:15][C:8]=3[C:7](=[O:16])[C:5]=2[N:6]=1.BrN1C(=O)CCC1=O.C(N(CC)C(C)C)(C)C>C1C=CC=CC=1>[CH3:1][C:2]1[O:3][C:4]2[CH:11]=[CH:10][C:9]3[CH:12]=[CH:13][CH:14]=[CH:15][C:8]=3[C:7](=[O:16])[C:5]=2[N:6]=1. Starting materials: COc1cncc(Br)c1, CC(C)C(C)(c1ccc(-c2ccc(C(F)(F)F)nn2)cc1)c1ccc(B2OC(C)(C)C(C)(C)O2)cn1, Cc1ccccc1, CCO, [Na+], [Na+], O=C([O-])[O-]. Product: COc1cncc(-c2ccc(C(C)(c3ccc(-c4ccc(C(F)(F)F)nn4)cc3)C(C)C)nc2)c1. Reaction SMILES: [Br:37][c:38]1[cH:39][n:40][cH:41][c:42]([O:44][CH3:45])[cH:43]1.[CH3:1][C:2]([CH:3]([CH3:4])[CH3:5])([c:6]1[n:7][cH:8][c:9]([B:12]2[O:13][C:14]([CH3:15])([CH3:16])[C:17]([CH3:18])([CH3:19])[O:20]2)[cH:10][cH:11]1)[c:21]1[cH:22][cH:23][c:24](-[c:27]2[n:28][n:29][c:30]([C:33]([F:34])([F:35])[F:36])[cH:31][cH:32]2)[cH:25][cH:26]1.[CH3:52][c:53]1[cH:54][cH:55][cH:56][cH:57][cH:58]1.[CH3:59][CH2:60][OH:61].[Na+:46].[Na+:47].[O-:48][C:49](=[O:50])[O-:51]>>[CH3:1][C:2]([CH:3]([CH3:4])[CH3:5])([c:6]1[n:7][cH:8][c:9](-[c:38]2[cH:39][n:40][cH:41][c:42]([O:44][CH3:45])[cH:43]2)[cH:10][cH:11]1)[c:21]1[cH:22][cH:23][c:24](-[c:27]2[n:28][n:29][c:30]([C:33]([F:34])([F:35])[F:36])[cH:31][cH:32]2)[cH:25][cH:26]1. Product: CN1C(=NC=C1C=O)[N+](=O)[O-] (1-Methyl-2-nitro-5-imidazolecarboxaldehyde). Reported procedure: To a solution of 3.15 g. of 1-methyl-2-nitro-5-(1,2-dihydroxyethyl)imidazole in 200 ml. of methanol, a solution of 3.6 g. of NaIO4 in 85 ml. of water is added with stirring. The precipitate which forms is filtered off and washed with methanol which is then added to the filtrate. By evaporation to dryness under vacuum a residue is obtained which is extracted several times with ethyl acetate. After concentration of the collected extracts, a crystalline product is obtained, which after recrystalliz... Reaction SMILES: [CH3:1][N:2]1[C:6]([CH:7]([OH:10])CO)=[CH:5][N:4]=[C:3]1[N+:11]([O-:13])=[O:12].CO>O>[CH3:1][N:2]1[C:6]([CH:7]=[O:10])=[CH:5][N:4]=[C:3]1[N+:11]([O-:13])=[O:12]. Solvent: O (water). The reactants are CN1C(=NC=C1C(CO)O)[N+](=O)[O-] (1-methyl-2-nitro-5-(1,2-dihydroxyethyl)imidazole), CO (methanol), NaIO4. The reactants are C(C)OC=C(C(=O)OCC)C(C1=C(C(=C(C(=C1)F)F)Cl)F)=O (ethyl 3-ethoxy-2-(3-chloro-2,4,5-trifluorobenzoyl)acrylate), NC1=NC=C(C(=N1)NC(C)(C)C)F (2-amino-4-(t-butylamino)-5-fluoropyrimidine). The solvent is C(Cl)(Cl)Cl (chloroform). Reaction conditions: temperature 90 celsius, time 10 minute. Yields the product C(C)(C)(C)NC1=NC(=NC=C1F)N1C=C(C(C2=CC(=C(C(=C12)Cl)F)F)=O)C(=O)OCC (ethyl 1-[4-(t-butylamino)-5-fluoropyrimidine-2-yl]-8-chloro-6,7-difluoro-4-oxo-1,4-dihydroquinoline-3-carboxylate). RXN SMILES: C(O[CH:4]=[C:5]([C:11](=[O:22])[C:12]1[CH:17]=[C:16]([F:18])[C:15]([F:19])=[C:14]([Cl:20])[C:13]=1F)[C:6]([O:8][CH2:9][CH3:10])=[O:7])C.[NH2:23][C:24]1[N:29]=[C:28]([NH:30][C:31]([CH3:34])([CH3:33])[CH3:32])[C:27]([F:35])=[CH:26][N:25]=1>C(Cl)(Cl)Cl>[C:31]([NH:30][C:28]1[C:27]([F:35])=[CH:26][N:25]=[C:24]([N:23]2[C:13]3[C:12](=[CH:17][C:16]([F:18])=[C:15]([F:19])[C:14]=3[Cl:20])[C:11](=[O:22])[C:5]([C:6]([O:8][CH2:9][CH3:10])=[O:7])=[CH:4]2)[N:29]=1)([CH3:34])([CH3:32])[CH3:33]. Procedure details: To 3 ml of chloroform solution of ethyl 3-ethoxy-2-(3-chloro-2,4,5-trifluorobenzoyl)acrylate prepared from 210 mg of ethyl 3-chloro-2,4,5-trifluorobenzbylacetate by normal process was added 340 mg of 2-amino-4-(t-butylamino)-5-fluoropyrimidine. The solution was concentrated under reduced pressure. To the residue were added 550 mg of anhydrous potassium carbonate and 2 ml of N,N-dimethylformamide, and the mixture was stirred at 90° C. for 1 hour and 10 minutes and allowed to cool. The solution wa... Starting materials: CC1=NSC(=N1)N1CCC(CC1)=O (1-(3-methyl-[1,2,4]thiadiazol-5-yl)-piperidin-4-one), FC1=CC=C(CN2N=C(C=C2)N)C=C1 (1-(4-fluoro-benzyl)-1H-pyrazol-3-ylamine). Product: FC1=CC=C(CN2N=C(C=C2)NC2CCN(CC2)C2=NC(=NS2)C)C=C1 ([1-(4-Fluoro-benzyl)-1H-pyrazol-3-yl]-[1-(3-methyl-[1,2,4]thiadiazol-5-yl)-piperidin-4-yl]-amine). As a reaction SMILES: [CH3:1][C:2]1[N:6]=[C:5]([N:7]2[CH2:12][CH2:11][C:10](=O)[CH2:9][CH2:8]2)[S:4][N:3]=1.[F:14][C:15]1[CH:27]=[CH:26][C:18]([CH2:19][N:20]2[CH:24]=[CH:23][C:22]([NH2:25])=[N:21]2)=[CH:17][CH:16]=1>>[F:14][C:15]1[CH:27]=[CH:26][C:18]([CH2:19][N:20]2[CH:24]=[CH:23][C:22]([NH:25][CH:10]3[CH2:11][CH2:12][N:7]([C:5]4[S:4][N:3]=[C:2]([CH3:1])[N:6]=4)[CH2:8][CH2:9]3)=[N:21]2)=[CH:17][CH:16]=1. Procedure: Prepared in analogy to example 1 step h) starting from 1-(3-methyl-[1,2,4]thiadiazol-5-yl)-piperidin-4-one (example 1c) and 1-(4-fluoro-benzyl)-1H-pyrazol-3-ylamine. The title compound was obtained as a colorless oil. Reactants: COC(=O)c1cc(Cl)c(Oc2ccncc2C(=O)N2CCN(C3CC3)c3ccccc32)cc1Cl, [Li+], C1COCCO1, [OH-], O, O. The product is O=C(O)c1cc(Cl)c(Oc2ccncc2C(=O)N2CCN(C3CC3)c3ccccc32)cc1Cl. Reaction SMILES: [CH3:1][O:2][C:3]([c:4]1[c:5]([Cl:33])[cH:6][c:7]([O:11][c:12]2[c:13]([C:18](=[O:19])[N:20]3[CH2:21][CH2:22][N:23]([CH:30]4[CH2:31][CH2:32]4)[c:24]4[cH:25][cH:26][cH:27][cH:28][c:29]43)[cH:14][n:15][cH:16][cH:17]2)[c:8]([Cl:10])[cH:9]1)=[O:34].[Li+:37].[O:38]1[CH2:39][CH2:40][O:41][CH2:42][CH2:43]1.[OH-:36].[OH2:35].[OH2:44]>>[O:2]=[C:3]([c:4]1[c:5]([Cl:33])[cH:6][c:7]([O:11][c:12]2[c:13]([C:18](=[O:19])[N:20]3[CH2:21][CH2:22][N:23]([CH:30]4[CH2:31][CH2:32]4)[c:24]4[cH:25][cH:26][cH:27][cH:28][c:29]43)[cH:14][n:15][cH:16][cH:17]2)[c:8]([Cl:10])[cH:9]1)[OH:34]. The reactants are BrCCCOC1=C(OC2=CC=CC=C2C1=O)C1=CC=CC=C1 (3-(3-bromopropoxy)-2-phenyl-4H-4-chromenone), C([O-])([O-])=O.[K+].[K+] (potassium carbonate), ClC1=CC(=C(C=C1)NC(CN1CCNCC1)=O)C(C1=C(C=CC=C1)Cl)=O (N1-[4-chloro-2-(2-chlorobenzoyl)phenyl]-2-piperazinoacetamide), (E)-3-[4-(3-bromopropoxy)-3-methoxyphenyl]-1-(4-luorophenyl)-2-propen-1-one, CC(=O)C (acetone). Product: N1-[4-chloro-2-(2-chlorobenzoyl)phenyl]-2-[4-(4-4-[(E)-3-(4-fluorophenyl)-3-oxo-1-propenyl]-2-methoxyphenoxy butyl)piperazino]acetamide, ClC1=CC(=C(C=C1)NC(CN1CCN(CC1)CCCOC=1OC2=CC=CC=C2C(C1C1=CC=CC=C1)=O)=O)C(C1=C(C=CC=C1)Cl)=O (N1-[4-chloro-2-(2-chlorobenzoyl)phenyl]-2-(4-3-[(4-oxo-3-phenyl-4H-2-chromenyl)oxy]propylpiperazino)acetamide). RXN SMILES: [Cl:1][C:2]1[CH:7]=[CH:6][C:5]([NH:8][C:9](=[O:17])[CH2:10][N:11]2[CH2:16][CH2:15][NH:14][CH2:13][CH2:12]2)=[C:4]([C:18](=[O:26])[C:19]2[CH:24]=[CH:23][CH:22]=[CH:21][C:20]=2[Cl:25])[CH:3]=1.BrCCCO[C:32]1[C:41](=[O:42])[C:40]2[C:35](=[CH:36][CH:37]=[CH:38][CH:39]=2)O[C:33]=1[C:43]1[CH:48]=[CH:47][CH:46]=[CH:45]C=1.[C:49](=[O:52])([O-])[O-:50].[K+].[K+].[CH3:55][C:56]([CH3:58])=O>>[Cl:1][C:2]1[CH:7]=[CH:6][C:5]([NH:8][C:9](=[O:17])[CH2:10][N:11]2[CH2:12][CH2:13][N:14]([CH2:55][CH2:56][CH2:58][O:50][C:49]3[O:52][C:39]4[C:40]([C:41](=[O:42])[C:32]=3[C:33]3[CH:43]=[CH:48][CH:47]=[CH:46][CH:45]=3)=[CH:35][CH:36]=[CH:37][CH:38]=4)[CH2:15][CH2:16]2)=[C:4]([C:18](=[O:26])[C:19]2[CH:24]=[CH:23][CH:22]=[CH:21][C:20]=2[Cl:25])[CH:3]=1 |f:2.3.4|. Reported procedure: reacting the above the N1-[4-chloro-2-(2-chlorobenzoyl)phenyl]-2-piperazinoacetamide compound with (E)-3-[4-(3-bromopropoxy)-3-methoxyphenyl]-1-(4-luorophenyl)-2-propen-1-one or 3-(3-bromopropoxy)-2-phenyl-4H-4-chromenone in acetone in the presence potassium carbonate, under reflux, for a period of about 15 to about 20 hrs, followed by the removal of potassium carbonate by alteration and evaporating the solvent, under vacuum, and purifying the resultant product to obtain N1-[4-chloro-2-(2-chloro...